From a dataset of the Open Reaction Database (ORD), a public repository of structured organic reaction records. describe an organic reaction: reactants, conditions, products, and yield Starting materials: C(C)OC(CSC1=NC(=CC(=N1)Cl)Cl)=O ((4.6-dichloro-2-pyrimidinylthio)acetic acid ethyl ester), NC1=CC=CC=C1 (aniline), C([O-])([O-])=O.[Na+].[Na+] (sodium carbonate). Run in C(C)O (ethanol). Product: C(C)OC(CSC1=NC(=CC(=N1)NC1=CC=CC=C1)Cl)=O ((4-Anilino-6-chloro-2-pyrimidinylthio)acetic acid ethyl ester). Yield: 69.1%. RXN SMILES: [CH2:1]([O:3][C:4](=[O:15])[CH2:5][S:6][C:7]1[N:12]=[C:11]([Cl:13])[CH:10]=[C:9](Cl)[N:8]=1)[CH3:2].[NH2:16][C:17]1[CH:22]=[CH:21][CH:20]=[CH:19][CH:18]=1.C(=O)([O-])[O-].[Na+].[Na+]>C(O)C>[CH2:1]([O:3][C:4](=[O:15])[CH2:5][S:6][C:7]1[N:8]=[C:9]([NH:16][C:17]2[CH:22]=[CH:21][CH:20]=[CH:19][CH:18]=2)[CH:10]=[C:11]([Cl:13])[N:12]=1)[CH3:2] |f:2.3.4|. Reported procedure: A stirred mixture of 8.0 g of (4.6-dichloro-2-pyrimidinylthio)acetic acid ethyl ester, 2.8 g of aniline and 3.2 g of sodium carbonate in 100 ml. of ethanol was heated under reflux for 5 hr. The reaction mixture was filtered and water was added to the filtrate to start precipitation. The crude product was recrystallized from 95% ethanol to afford 6.7 g of product, mp. 109°-114°C. The reactants are CC(=O)O, CO, N=CN, O=[N+]([O-])c1cccc(Cl)c1Cl, [H][H]. Yields the product Nc1cccc(Cl)c1Cl. As a reaction SMILES: [C:12]([OH:13])(=[O:14])[CH3:15].[CH3:21][OH:22].[CH:16]([NH2:17])=[NH:18].[Cl:1][c:2]1[c:3]([Cl:11])[c:4]([N+:8]([O-:9])=[O:10])[cH:5][cH:6][cH:7]1.[H:19][H:20]>>[Cl:1][c:2]1[c:3]([Cl:11])[c:4]([NH2:8])[cH:5][cH:6][cH:7]1. Starting materials: C(OC1=CC=C(C=C1)[N+](=O)[O-])(OC1=CC=C(C=C1)[N+](=O)[O-])=O (bis(4-nitrophenyl) carbonate), C[C@]12[C@H]3CC[C@@]4([C@H](CC[C@H]4[C@@H]3CC=C2C[C@H](CC1)OCCCNC(CCC(=O)N[C@@H](CC1=CC=C(C=C1)F)CC(=O)N[C@H](C(=O)NC1=CC=C(C=C1)CO)CCCCN(C(C1=CC=CC=C1)C1=CC=CC=C1)C1=CC=C(C=C1)OC)=O)[C@H](C)CCCC(C)C)C (N1-(3-((3S,8S,9S,10R,13R,14S,17R)-10,13-dimethyl-17-((R)-6-methylheptan-2-yl)-2,3,4,7,8,9,10,11,12,13,14,15,16,17-tetradecahydro-1H-cyclopenta[a]phenanthren-3-yloxy)propyl)-N4-((S)-1-(4-fluorophenyl)-4-((S)-1-(4-(hydroxymethyl)phenylamino)-6-((4-methoxyphenyl)diphenylmethylamino)-1-oxohexan-2-ylamino)-4-oxobutan-2-yl)succinamide), CCN(C(C)C)C(C)C (Huenig's base), ice NH4Cl, C(Cl)Cl (CH2Cl2). The solvent is CN(C)C=O (DMF). Yields the product C(OCC1=CC=C(C=C1)NC([C@H](CCCCN(C(C1=CC=CC=C1)C1=CC=CC=C1)C1=CC=C(C=C1)OC)NC(C[C@H](CC1=CC=C(C=C1)F)NC(CCC(=O)NCCCO[C@H]1CC[C@@]2([C@H]3CC[C@@]4([C@H](CC[C@H]4[C@@H]3CC=C2C1)[C@H](C)CCCC(C)C)C)C)=O)=O)=O)(OC1=CC=C(C=C1)[N+](=O)[O-])=O (4-((S)-2-((S)-3-(4-(3-((3S,8S,9S,10R,13R,14S,17R)-10,13-dimethyl-17-((R)-6-methylheptan-2-yl)-2,3,4,7,8,9,10,11,12,13,14,15,16,17-tetradecahydro-1H-cyclopenta[a]phenanthren-3-yloxy)propylamino)-4-oxobutanamido)-4-(4-fluorophenyl)butanamido)-6-((4-methoxyphenyl)diphenylmethylamino)hexanamido)-benzyl 4-nitrophenyl carbonate). Isolated yield 55.2%. RXN SMILES: [CH3:1][C@:2]12[CH2:18][CH2:17][C@H:16]([O:19][CH2:20][CH2:21][CH2:22][NH:23][C:24](=[O:81])[CH2:25][CH2:26][C:27]([NH:29][C@H:30]([CH2:39][C:40]([NH:42][C@@H:43]([CH2:55][CH2:56][CH2:57][CH2:58][N:59]([C:73]3[CH:78]=[CH:77][C:76]([O:79][CH3:80])=[CH:75][CH:74]=3)[CH:60]([C:67]3[CH:72]=[CH:71][CH:70]=[CH:69][CH:68]=3)[C:61]3[CH:66]=[CH:65][CH:64]=[CH:63][CH:62]=3)[C:44]([NH:46][C:47]3[CH:52]=[CH:51][C:50]([CH2:53][OH:54])=[CH:49][CH:48]=3)=[O:45])=[O:41])[CH2:31][C:32]3[CH:37]=[CH:36][C:35]([F:38])=[CH:34][CH:33]=3)=[O:28])[CH2:15][C:14]1=[CH:13][CH2:12][C@@H:11]1[C@@H:3]2[CH2:4][CH2:5][C@@:6]2([CH3:90])[C@H:10]1[CH2:9][CH2:8][C@@H:7]2[C@@H:82]([CH2:84][CH2:85][CH2:86][CH:87]([CH3:89])[CH3:88])[CH3:83].CCN(C(C)C)C(C)C.C(Cl)Cl.[C:103](=O)([O:114]C1C=CC([N+]([O-])=O)=CC=1)[O:104][C:105]1[CH:110]=[CH:109][C:108]([N+:111]([O-:113])=[O:112])=[CH:107][CH:106]=1>CN(C=O)C>[C:103](=[O:114])([O:104][C:105]1[CH:106]=[CH:107][C:108]([N+:111]([O-:113])=[O:112])=[CH:109][CH:110]=1)[O:54][CH2:53][C:50]1[CH:49]=[CH:48][C:47]([NH:46][C:44](=[O:45])[C@@H:43]([NH:42][C:40](=[O:41])[CH2:39][C@@H:30]([NH:29][C:27](=[O:28])[CH2:26][CH2:25][C:24]([NH:23][CH2:22][CH2:21][CH2:20][O:19][C@@H:16]2[CH2:15][C:14]3[C@@:2]([CH3:1])([C@@H:3]4[C@@H:11]([CH2:12][CH:13]=3)[C@H:10]3[C@@:6]([CH3:90])([C@@H:7]([C@@H:82]([CH2:84][CH2:85][CH2:86][CH:87]([CH3:89])[CH3:88])[CH3:83])[CH2:8][CH2:9]3)[CH2:5][CH2:4]4)[CH2:18][CH2:17]2)=[O:81])[CH2:31][C:32]2[CH:37]=[CH:36][C:35]([F:38])=[CH:34][CH:33]=2)[CH2:55][CH2:56][CH2:57][CH2:58][N:59]([C:73]2[CH:74]=[CH:75][C:76]([O:79][CH3:80])=[CH:77][CH:78]=2)[CH:60]([C:67]2[CH:68]=[CH:69][CH:70]=[CH:71][CH:72]=2)[C:61]2[CH:66]=[CH:65][CH:64]=[CH:63][CH:62]=2)=[CH:52][CH:51]=1. Procedure: In a 10 mL round-bottomed flask, the above prepared N1-(3-((3S,8S,9S,10R,13R,14S,17R)-10,13-dimethyl-17-((R)-6-methylheptan-2-yl)-2,3,4,7,8,9,10,11,12,13,14,15,16,17-tetradecahydro-1H-cyclopenta[a]phenanthren-3-yloxy)propyl)-N4-((S)-1-(4-fluorophenyl)-4-((S)-1-(4-(hydroxymethyl)phenylamino)-6-((4-methoxyphenyl)diphenylmethylamino)-1-oxohexan-2-ylamino)-4-oxobutan-2-yl)succinamide (196 mg, 160 μmol, Eq: 1.00) and Huenig's base (61.9 mg, 81.4 μl, 479 μmol, Eq: 3.00) were combined with CH2Cl2 (1.6 ... Reactants: C1(CCCCC1)=NO (cyclohexanone oxime), C(C=C)(=O)OCC (ethyl acrylate), solution, [OH-].[K+] (KOH). Run in C(C)O (ethanol), C(C)O (ethanol). Conditions: temperature 60 celsius, time 96 hour. Product: C1(CCCCC1)=NOCCC(=O)O (3-cyclohexylideneaminoxypropionic acid). Isolated yield 24503.0%. Reaction SMILES: [C:1]1(=[N:7][OH:8])[CH2:6][CH2:5][CH2:4][CH2:3][CH2:2]1.[C:9]([O:13]CC)(=[O:12])[CH:10]=[CH2:11].[OH-].[K+]>C(O)C>[C:1]1(=[N:7][O:8][CH2:11][CH2:10][C:9]([OH:13])=[O:12])[CH2:6][CH2:5][CH2:4][CH2:3][CH2:2]1 |f:2.3|. Procedure: A mixture of 32.8 g (0.29 mol) of cyclohexanone oxime, 26 g (0.26 mmol) of ethyl acrylate, 26 ml (0.052 mol) of a 2N solution of KOH in ethanol and 150 ml of ethanol is stirred for 96 hours at 60° C. and afterwards concentrated on a vacuum rotary evaporator. The residue (an orange oil) is dissolved in 175 g (0.31 tool) of a 10% solution of KOH in ethanol and the solution is heated for 1 hour to 60° C. The solvent is distilled off and the solid residue is taken up in water. After acidification wi... Reactants: C([O-])(O)=O.[Na+] (sodium bicarbonate), ClC1=CC=C2CC[C@H]([C@@H](C2=C1)O)CN1CCC2(C(NCN2C2=CC=CC=C2)=O)CC1 (trans-8-[(7-Chloro-1,2,3,4-tetrahydro-1-hydroxy-2-naphthalenyl)-methyl]-1-phenyl-1,3,8-triazaspiro[4.5]decan-4-one), S(O)(O)(=O)=O.C(C)(=O)O (sulfuric acid acetic acid), ice. Run at time 16 hour. The product is ClC1=CC=C2CCC(=CC2=C1)CN1CCC2(C(NCN2C2=CC=CC=C2)=O)CC1 (8-[(7-Chloro-3,4-dihydro-2-naphthalenyl)methyl]-1-phenyl-1,3,8-triazaspiro[4.5]decan-4-one). Isolated yield 41.8%. Reaction SMILES: [Cl:1][C:2]1[CH:11]=[C:10]2[C:5]([CH2:6][CH2:7][C@@H:8]([CH2:13][N:14]3[CH2:30][CH2:29][C:17]4([N:21]([C:22]5[CH:27]=[CH:26][CH:25]=[CH:24][CH:23]=5)[CH2:20][NH:19][C:18]4=[O:28])[CH2:16][CH2:15]3)[C@@H:9]2O)=[CH:4][CH:3]=1.S(=O)(=O)(O)O.C(O)(=O)C.C(=O)(O)[O-].[Na+]>>[Cl:1][C:2]1[CH:11]=[C:10]2[C:5]([CH2:6][CH2:7][C:8]([CH2:13][N:14]3[CH2:30][CH2:29][C:17]4([N:21]([C:22]5[CH:27]=[CH:26][CH:25]=[CH:24][CH:23]=5)[CH2:20][NH:19][C:18]4=[O:28])[CH2:16][CH2:15]3)=[CH:9]2)=[CH:4][CH:3]=1 |f:1.2,3.4|. Reported procedure: trans-8-[(7-Chloro-1,2,3,4-tetrahydro-1-hydroxy-2-naphthalenyl)methyl]-1-phenyl-1,3,8-triazaspiro[4.5]decan-4-one (4.0 g, see example 190) is added in portions to 25 ml of 20% v/v sulfuric acid/acetic acid and the resulting solution is stirred for 16 hours at room temperature protected from moisture by a drying tube. The acid solution is then warmed for 5 minutes on a steam bath, cooled, poured onto 200 g of ice, and basified with solid sodium bicarbonate. The resulting mixture is extracted with... The reactants are Br, CO, CC(C)c1cn2cc([N+](=O)[O-])ccc2n1, [H][H]. Product: Br, CC(C)c1cn2cc(N)ccc2n1. Reaction SMILES: [BrH:1].[CH3:19][OH:20].[CH:2]([CH3:3])([CH3:4])[c:5]1[n:6][c:7]2[n:8]([cH:9][c:10]([N+:13]([O-:14])=[O:15])[cH:11][cH:12]2)[cH:16]1.[H:17][H:18]>>[BrH:1].[CH:2]([CH3:3])([CH3:4])[c:5]1[n:6][c:7]2[n:8]([cH:9][c:10]([NH2:13])[cH:11][cH:12]2)[cH:16]1. Starting materials: O=C([O-])[O-], CN(C)C=O, Fc1ccc(-n2cccc2)cc1, [K+], [K+], O=P(Cl)(Cl)Cl. Product: O=Cc1cccn1-c1ccc(F)cc1. RXN SMILES: [C:18]([O-:19])(=[O:20])[O-:21].[CH3:24][N:25]([CH3:26])[CH:27]=[O:28].[F:6][c:7]1[cH:8][cH:9][c:10](-[n:13]2[cH:14][cH:15][cH:16][cH:17]2)[cH:11][cH:12]1.[K+:22].[K+:23].[P:1]([Cl:2])([Cl:3])([Cl:4])=[O:5]>>[F:6][c:7]1[cH:8][cH:9][c:10](-[n:13]2[c:14]([CH:18]=[O:19])[cH:15][cH:16][cH:17]2)[cH:11][cH:12]1.